This data is from the Open Reaction Database (ORD), a public repository of structured organic reaction records. The task is: describe an organic reaction: reactants, conditions, products, and yield The reactants are C(#N)C=1C(=C(C(=CC1I)I)CCC(=O)O)I (3-(3-cyano-2,4,6-triiodophenyl)propionic acid), [OH-].[Na+] (caustic soda), Cl (hydrochloric acid). Run in O (water). Reaction conditions: temperature 60 celsius. Yields the product C(N)(=O)C=1C(=C(C(=CC1I)I)CCC(=O)O)I (3-(3-Carbamoyl-2,4,6-triiodophenyl)propionic Acid). As a reaction SMILES: [C:1]([C:3]1[C:4]([I:16])=[C:5]([CH2:11][CH2:12][C:13]([OH:15])=[O:14])[C:6]([I:10])=[CH:7][C:8]=1[I:9])#[N:2].[OH-:17].[Na+].Cl>O>[C:1]([C:3]1[C:4]([I:16])=[C:5]([CH2:11][CH2:12][C:13]([OH:15])=[O:14])[C:6]([I:10])=[CH:7][C:8]=1[I:9])(=[O:17])[NH2:2] |f:1.2|. Reported procedure: 30 g of 3-(3-cyano-2,4,6-triiodophenyl)propionic acid is introduced into a solution of 8 g of caustic soda in 100 ml of water. The solution is then maintained for 3 hours at 60° C., decolorized by repeated treatment with active carbon, and brought to pH 1 by adding concentrated hydrochloric acid. After several hours of agitation in an ice bath, the precipitate is vacuum-filtered, washed with water, and dried at 50° C. Yield: 29 g (94% of theory) of 3-(3-carbamoyl-2,4,6-triiodophenyl)propionic ac... Starting materials: ClC(=O)OC(CC(C)(OOC(C)(C)C)C)C (1,3-dimethyl-3(t-butylperoxy)butyl chloroformate), CNC (dimethylamine). Run in C(C)OCC (diethyl ether), C(C)OCC (diethyl ether). Run at time 2 hour. The product is CN(C(OC(CC(C)(OOC(C)(C)C)C)C)=O)C (1,3-Dimethyl-3-(t-butylperoxy)butyl N,N-dimethylcarbamate). As a reaction SMILES: Cl[C:2]([O:4][CH:5]([CH3:16])[CH2:6][C:7]([CH3:15])([O:9][O:10][C:11]([CH3:14])([CH3:13])[CH3:12])[CH3:8])=[O:3].[CH3:17][NH:18][CH3:19]>C(OCC)C>[CH3:17][N:18]([CH3:19])[C:2](=[O:3])[O:4][CH:5]([CH3:16])[CH2:6][C:7]([CH3:15])([O:9][O:10][C:11]([CH3:14])([CH3:13])[CH3:12])[CH3:8]. Procedure details: To a solution of (97%) 1,3-dimethyl-3(t-butylperoxy)butyl chloroformate 5.2 g. (0.02 mole) in diethyl ether, cooled to 0°±1° C was added a solution of dimethylamine, 1.8 g. (0.04 mole) in diethyl ether over a period of 10 minutes. After the addition was complete the mixture was allowed to stir for two hours while the reaction temperature was allowed to rise to 20°±1° C. The reaction mixture was then filtered to remove the amine hydrochloride and the organic phase washed with 10% aqueous Tartaric...